This data is from the Open Reaction Database (ORD), a public repository of structured organic reaction records. The task is: describe an organic reaction: reactants, conditions, products, and yield The reactants are FC1=C(C=C(C(=C1)F)F)C=1OCC(N1)(C)C (2-(2,4,5-trifluorophenyl)-4, 4-dimethyl-2-oxazoline), C(C)(C)[N-]C(C)C.[Li+] (lithium diisopropylamide), CI (methyl iodide). Yields the product FC1=C(C=C(C(=C1C)F)F)C=1OCC(N1)(C)C (2-(2,4,5-trifluoro-3-methylphenyl)-4,4-dimethyl-2-oxazoline). RXN SMILES: [F:1][C:2]1[CH:7]=[C:6]([F:8])[C:5]([F:9])=[CH:4][C:3]=1[C:10]1[O:11][CH2:12][C:13]([CH3:16])([CH3:15])[N:14]=1.[CH:17]([N-]C(C)C)(C)C.[Li+].CI>>[F:1][C:2]1[C:7]([CH3:17])=[C:6]([F:8])[C:5]([F:9])=[CH:4][C:3]=1[C:10]1[O:11][CH2:12][C:13]([CH3:16])([CH3:15])[N:14]=1 |f:1.2|. Reported procedure: The 2-(2,4,5-trifluorophenyl)-4, 4-dimethyl-2-oxazoline was also treated with lithium diisopropylamide followed by methyl iodide to give 2-(2,4,5-trifluoro-3-methylphenyl)-4,4-dimethyl-2-oxazoline. This intermediate was, in turn, treated with lithium diisopropylamide, then with methyl iodide, to give 2-(2,4,5-trifluoro-3,6-dimethylphenyl)-4,4-dimethyl-2-oxazoline. Hydrolysis of the oxazoline gave 2,4,5-trifluoro-3,6-dimethylbenzoic acid, which was elaborated into 1-cyclopropyl-6,7-difluoro-1,4-d...